Dataset: the Open Reaction Database (ORD), a public repository of structured organic reaction records. Task: describe an organic reaction: reactants, conditions, products, and yield Reactants: C(=O)(O)[O-].[Na+] (NaHCO3), C(=O)([O-])[O-].[K+].[K+] (K2CO3), C(C)OC(CC1C(CCCC1)=NOCC1=CC=CC=C1)=O ((2-Benzyloxyimino-cyclohexyl)-acetic acid ethyl ester), [BH3-]C#N.[Na+] (NaBH3CN). Run in C(C)(=O)O (acetic acid). Reaction conditions: time 12 hour. Yields the product C(C)OC(C[C@H]1[C@H](CCCC1)NOCC1=CC=CC=C1)=O (cis-(2-benzyloxyamino-cyclohexyl)-acetic acid ethyl ester), C(C)OC(C[C@H]1[C@@H](CCCC1)NOCC1=CC=CC=C1)=O (trans-(2-benzyloxyamino-cyclohexyl)-acetic acid ethyl ester). The yield is 11.0%. Reaction SMILES: [CH2:1]([O:3][C:4](=[O:21])[CH2:5][CH:6]1[CH2:11][CH2:10][CH2:9][CH2:8][C:7]1=[N:12][O:13][CH2:14][C:15]1[CH:20]=[CH:19][CH:18]=[CH:17][CH:16]=1)[CH3:2].[BH3-]C#N.[Na+].C([O-])(O)=O.[Na+].C([O-])([O-])=O.[K+].[K+]>C(O)(=O)C>[CH2:1]([O:3][C:4](=[O:21])[CH2:5][C@@H:6]1[CH2:11][CH2:10][CH2:9][CH2:8][C@@H:7]1[NH:12][O:13][CH2:14][C:15]1[CH:20]=[CH:19][CH:18]=[CH:17][CH:16]=1)[CH3:2].[CH2:1]([O:3][C:4](=[O:21])[CH2:5][C@@H:6]1[CH2:11][CH2:10][CH2:9][CH2:8][C@H:7]1[NH:12][O:13][CH2:14][C:15]1[CH:20]=[CH:19][CH:18]=[CH:17][CH:16]=1)[CH3:2] |f:1.2,3.4,5.6.7|. Reported procedure: (2-Benzyloxyimino-cyclohexyl)-acetic acid ethyl ester (4.66 g, 16.1 mmol) was taken up in 15 mL of acetic acid (AcOH) and NaBH3CN and stirred for 72 hours. Reaction was poured into NaHCO3 and extracted into EtOAc (3×30 mL). The combined organic layers were washed once with brine, dried over Na2SO4, filtered, and concentrated. The clear oil was dissolved in 50 mL of MeOH and K2CO3 (5.55 g, 40.2 mmol) was added and the reaction stirred for 12 hours. The reaction was concentrated, the residue taken... Reactants: C1CCNC1, CCOC(=O)c1c(Br)noc1C. Yields the product CCOC(=O)c1c(N2CCCC2)noc1C. As a reaction SMILES: [CH2:13]1[CH2:14][CH2:15][NH:16][CH2:17]1.[CH2:1]([CH3:2])[O:3][C:4](=[O:5])[c:6]1[c:7]([Br:12])[n:8][o:9][c:10]1[CH3:11]>>[CH2:1]([CH3:2])[O:3][C:4](=[O:5])[c:6]1[c:7]([N:16]2[CH2:15][CH2:14][CH2:13][CH2:17]2)[n:8][o:9][c:10]1[CH3:11]. Starting materials: NC(C(=O)O)C1=CC=C(C=C1)O ((-)-α-amino-4-hydroxybenzeneacetic acid), Cl (hydrochloric acid), C=O (formaldehyde), Cl (hydrogen chloride). The solvent is CO (CH3OH). Conditions: time 7.5 minute. The product is Cl.NC(C(=O)O)C1=CC(=C(C=C1)O)CCl ((-)-α-Amino-3-(chloromethyl)-4-hydroxybenzeneacetic acid hydrochloride). Reaction SMILES: [NH2:1][CH:2]([C:6]1[CH:11]=[CH:10][C:9]([OH:12])=[CH:8][CH:7]=1)[C:3]([OH:5])=[O:4].[ClH:13].[CH2:14]=O>CO>[ClH:13].[NH2:1][CH:2]([C:6]1[CH:11]=[CH:10][C:9]([OH:12])=[C:8]([CH2:14][Cl:13])[CH:7]=1)[C:3]([OH:5])=[O:4] |f:4.5|. Procedure details: To a solution of (-)-α-amino-4-hydroxybenzeneacetic acid (100 g, 0.6 mole) in a minimum amount of concentrated hydrochloric acid at 35°-40° C. is added 50 ml of aqueous formaldehyde (35-37%) (0.6 mole). The addition of hydrogen chloride gas is begun. After 5-10 minutes, a solid begins to precipitate. Stirring is continued for 30 minutes, and the solid is then collected. The crude product is washed with ether and with acetone. A second crop is obtained from the filtrate after standing at room tem... Reactants: C(C)OC(CC1=CC(=C(C=C1)OC)OC1=C(C=C(C=C1)C(F)(F)F)CN1C(O[C@@H]([C@@H]1C)C1=CC=CC=C1)=O)=O ({4-methoxy-3-[2-((4S,5R)-4-methyl-2-oxo-5-phenyl-oxazolidin-3-ylmethyl)-4-trifluoromethyl-phenoxy]-phenyl}-acetic acid ethyl ester), IC (iodomethane), C[Si](C)(C)[N-][Si](C)(C)C.[Na+] (sodium bis(trimethylsilyl)amide). Solvent: C1CCOC1 (THF). Reaction conditions: temperature -78 celsius, time 1 hour. Product: C(C)OC(C(C)C1=CC(=C(C=C1)OC)OC1=C(C=C(C=C1)C(F)(F)F)CN1C(O[C@@H]([C@@H]1C)C1=CC=CC=C1)=O)=O (2-{4-Methoxy-3-[2-((4S,5R)-4-methyl-2-oxo-5-phenyl-oxazolidin-3-ylmethyl)-4-trifluoromethyl-phenoxy]-phenyl}-propionic acid ethyl ester). RXN SMILES: [CH2:1]([O:3][C:4](=[O:39])[CH2:5][C:6]1[CH:11]=[CH:10][C:9]([O:12][CH3:13])=[C:8]([O:14][C:15]2[CH:20]=[CH:19][C:18]([C:21]([F:24])([F:23])[F:22])=[CH:17][C:16]=2[CH2:25][N:26]2[C@@H:30]([CH3:31])[C@@H:29]([C:32]3[CH:37]=[CH:36][CH:35]=[CH:34][CH:33]=3)[O:28][C:27]2=[O:38])[CH:7]=1)[CH3:2].IC.[CH3:42][Si]([N-][Si](C)(C)C)(C)C.[Na+]>C1COCC1>[CH2:1]([O:3][C:4](=[O:39])[CH:5]([C:6]1[CH:11]=[CH:10][C:9]([O:12][CH3:13])=[C:8]([O:14][C:15]2[CH:20]=[CH:19][C:18]([C:21]([F:23])([F:24])[F:22])=[CH:17][C:16]=2[CH2:25][N:26]2[C@@H:30]([CH3:31])[C@@H:29]([C:32]3[CH:33]=[CH:34][CH:35]=[CH:36][CH:37]=3)[O:28][C:27]2=[O:38])[CH:7]=1)[CH3:42])[CH3:2] |f:2.3|. Reported procedure: To {4-methoxy-3-[2-((4S,5R)-4-methyl-2-oxo-5-phenyl-oxazolidin-3-ylmethyl)-4-trifluoromethyl-phenoxy]-phenyl}-acetic acid ethyl ester (0.242 g, 0.45 mmol) and iodomethane (0.03 mL, 0.45 mmol) in THF (5 mL) at −78° C. was added sodium bis(trimethylsilyl)amide (1M in THF; 0.45 mL, 0.45 mmol). The reaction was stirred at −78° C. for 1 hour, and then at room temperature for 1 hour. The mixture was partitioned between H2O and EtOAc, and the aqueous layer was extracted with EtOAc. The combined organic... Reactants: COc1ccc2cccc(CC(=O)O)c2c1, ClC(Cl)Cl, O=S(Cl)Cl. Yields the product COc1ccc2cccc(CC(=O)Cl)c2c1. Reaction SMILES: [CH3:1][O:2][c:3]1[cH:4][cH:5][c:6]2[cH:7][cH:8][cH:9][c:10]([CH2:13][C:14](=[O:15])[OH:16])[c:11]2[cH:12]1.[CH:21]([Cl:22])([Cl:23])[Cl:24].[S:17]([Cl:18])([Cl:19])=[O:20]>>[CH3:1][O:2][c:3]1[cH:4][cH:5][c:6]2[cH:7][cH:8][cH:9][c:10]([CH2:13][C:14](=[O:16])[Cl:19])[c:11]2[cH:12]1. Reaction SMILES: [CH3:1][C:2]1[C:8](=[O:9])[C:7]2[N:10]3[C@@:14]([O:21][CH3:22])([C@H:15]([CH2:16][O:17][C:18]([NH2:20])=[O:19])[C:6]=2[C:4](=[O:5])[C:3]=1[O:24][CH3:25])[C@H:13]1[NH:23][C@H:12]1[CH2:11]3.[OH-].[K+].C(=O)=O.C(O)C=C.[CH3:35][O:36][CH2:37][CH2:38][O:39][CH2:40]CO>C(Cl)(Cl)Cl.CO.CCOCC>[C:18](=[O:17])([OH:19])[NH2:20].[OH:17][CH2:16][CH:15]1[C:6]2[C:4](=[O:5])[C:3]([O:24][CH2:25][CH2:35][O:36][CH2:37][CH2:38][O:39][CH3:40])=[C:2]([CH3:1])[C:8](=[O:9])[C:7]=2[N:10]2[CH2:11][CH:12]3[NH:23][CH:13]3[C:14]12[O:21][CH3:22] |f:1.2,6.7,9.10|. Isolated yield 58.0%. The product is C(N)(O)=O.OCC1C2(N(C=3C(C(=C(C(C13)=O)OCCOCCOC)C)=O)CC1C2N1)OC (1,1a,2,8,8a,8b-Hexahydro-8-(hydroxymethyl)-8a-methoxy-5-methyl-6-[2-(2-methoxyethoxy)ethoxy]-azirino[2',3':3,4]pyrrolo[1,2-a]indole-4,7-dione carbamate). Procedure details: A solution of mitomycin A (100 mg) in 4 ml of 2-(2-methoxyethoxy)ethanol was stirred at room temperature and under nitrogen for 45 minutes with 240 mg of a 1.6% solution of KOH in 2-(2-methoxyethoxy)ethanol. The reaction mixture was decomposed with excess dry ice while immersing the flask into a water bath at room temperature. It was then isolated on a silica gel plate using ether, which elutes the allyl alcohol to the top of the plate (the plate was developed several times), followed by chlorof... Run in C(Cl)(Cl)Cl.CO (chloroform methanol), CCOCC (ether). The reactants are C(=O)=O (dry ice), C(C=C)O (allyl alcohol), CC1=C(C(=O)C2=C(C1=O)N3C[C@H]4[C@@H]([C@@]3([C@@H]2COC(=O)N)OC)N4)OC (mitomycin A), solution, [OH-].[K+] (KOH), COCCOCCO (2-(2-methoxyethoxy)ethanol), COCCOCCO (2-(2-methoxyethoxy)ethanol). The yield is 96.4%. Procedure: To a vigorously stirred mixture of nickel acetate (1 g) and absolute ethanol (25 mL), saturated with hydrogen, was added 5 mL of the filtrate from a solution of sodium borohydride (500 mg) in ethanol (12 mL) and 2N aqueous sodium hydroxide (0.63 mL). After hydrogen evolution had ceased, the black suspension was treated with 0.7 mL of ethylene diamine.6Alkyne 24 (643 mg, 3.0 mmol) was added and the reaction stirred for 1 hr at 23° C. The reaction was diluted with brine (100 mL), acidified with 5%... Starting materials: OC(CCCCCCC#CCC(=O)O)C (11-hydroxy-3-dodecynoic acid), [H][H] (hydrogen), Cl (HCl), C(CN)N (ethylene diamine), [H][H] (hydrogen), filtrate, [BH4-].[Na+] (sodium borohydride). Yields the product OC(CCCCCCC\C=C/C(=O)O)C (11-hydroxy-3Z-dodecenoic acid). Reagents/catalysts: C(C)(=O)[O-].[Ni+2].C(C)(=O)[O-] (nickel acetate). As a reaction SMILES: [H][H].[BH4-].[Na+].C(N)CN.[OH:9][CH:10]([CH3:23])[CH2:11][CH2:12][CH2:13][CH2:14][CH2:15][CH2:16][C:17]#[C:18][CH2:19][C:20]([OH:22])=[O:21].Cl>C(O)C.[OH-].[Na+].[Cl-].[Na+].O.C([O-])(=O)C.[Ni+2].C([O-])(=O)C>[OH:9][CH:10]([CH3:23])[CH2:11][CH2:12][CH2:13][CH2:14][CH2:15][CH2:16][CH2:17]/[CH:18]=[CH:19]\[C:20]([OH:22])=[O:21] |f:1.2,7.8,9.10.11,12.13.14|. Run at temperature 23 celsius, time 1 hour. Solvent: [Cl-].[Na+].O (brine), C(C)O (ethanol), [OH-].[Na+] (sodium hydroxide), C(C)O (ethanol).